From a dataset of the Open Reaction Database (ORD), a public repository of structured organic reaction records. describe an organic reaction: reactants, conditions, products, and yield Reactants: C(C1=CC=CC=C1)OC(=O)C=1N(C2=CC=CC(=C2C1)Br)CC1=CC=CC=C1 (1-Benzyl-4-bromo-1H-indole-2-carboxylic acid benzyl ester), CN1CCNCC1 (1-methyl-piperazine), C(=O)([O-])[O-].[Cs+].[Cs+] (Cs2CO3). The reagents and catalysts are C=1C=CC(=CC1)/C=C/C(=O)/C=C/C2=CC=CC=C2.C=1C=CC(=CC1)/C=C/C(=O)/C=C/C2=CC=CC=C2.C=1C=CC(=CC1)/C=C/C(=O)/C=C/C2=CC=CC=C2.[Pd].[Pd] (Pd2(dba)3), C=1C=CC(=CC1)P(C=2C=CC=CC2)C3=CC=C4C=CC=CC4=C3C5=C6C=CC=CC6=CC=C5P(C=7C=CC=CC7)C=8C=CC=CC8 (BINAP). Solvent: O1CCOCC1 (Dioxane). Reaction conditions: temperature 100 celsius. The product is C(C1=CC=CC=C1)OC(=O)C=1N(C2=CC=CC(=C2C1)N1CCN(CC1)C)CC1=CC=CC=C1 (1-benzyl-4-(4-methyl-piperazin-1-yl)-1H-indole-2-carboxylic acid benzyl ester). Yield: 70.7%. Reaction SMILES: [CH2:1]([O:8][C:9]([C:11]1[N:12]([CH2:21][C:22]2[CH:27]=[CH:26][CH:25]=[CH:24][CH:23]=2)[C:13]2[C:18]([CH:19]=1)=[C:17](Br)[CH:16]=[CH:15][CH:14]=2)=[O:10])[C:2]1[CH:7]=[CH:6][CH:5]=[CH:4][CH:3]=1.[CH3:28][N:29]1[CH2:34][CH2:33][NH:32][CH2:31][CH2:30]1.C([O-])([O-])=O.[Cs+].[Cs+]>O1CCOCC1.C1C=CC(/C=C/C(/C=C/C2C=CC=CC=2)=O)=CC=1.C1C=CC(/C=C/C(/C=C/C2C=CC=CC=2)=O)=CC=1.C1C=CC(/C=C/C(/C=C/C2C=CC=CC=2)=O)=CC=1.[Pd].[Pd].C1C=CC(P(C2C(C3C(P(C4C=CC=CC=4)C4C=CC=CC=4)=CC=C4C=3C=CC=C4)=C3C(C=CC=C3)=CC=2)C2C=CC=CC=2)=CC=1>[CH2:1]([O:8][C:9]([C:11]1[N:12]([CH2:21][C:22]2[CH:27]=[CH:26][CH:25]=[CH:24][CH:23]=2)[C:13]2[C:18]([CH:19]=1)=[C:17]([N:32]1[CH2:33][CH2:34][N:29]([CH3:28])[CH2:30][CH2:31]1)[CH:16]=[CH:15][CH:14]=2)=[O:10])[C:2]1[CH:7]=[CH:6][CH:5]=[CH:4][CH:3]=1 |f:2.3.4,6.7.8.9.10|. Procedure: A solution of 1-Benzyl-4-bromo-1H-indole-2-carboxylic acid benzyl ester (235 mg, 0.56 mmol) and 1-methyl-piperazine (80 ul, 0.72 mmol) in 5 ml Dioxane was added to a mixture of Pd2(dba)3 (10 mg, 0.01 mmol), BINAP (18 mg, 0.03 mmol), Cs2CO3 (547 mg, 1.68 mmol). With stirring, the solution was heated at 100° C. overnight and was allowed to cool to room temperature. The reaction mixture was filtered through celite and washed with ethyl acetate. The filtrate was concentrated in vacuo and the resulti...